Dataset: the Open Reaction Database (ORD), a public repository of structured organic reaction records. Task: describe an organic reaction: reactants, conditions, products, and yield The reactants are C(C)OP(=O)(OCC)CC(=O)OCC (ethyl diethylphosphonoacetate), C(CC)O (n-propanol). The reagents and catalysts are [Ti] (Titanium). Reaction conditions: time 18 hour. Yields the product C(C)OP(=O)(OCC)CC(=O)OCCC (Propyl diethylphosphonoacetate). RXN SMILES: [CH2:1]([O:3][P:4]([CH2:9][C:10]([O:12][CH2:13][CH3:14])=[O:11])([O:6][CH2:7][CH3:8])=[O:5])[CH3:2].[CH2:15](O)CC>[Ti]>[CH2:7]([O:6][P:4]([CH2:9][C:10]([O:12][CH2:13][CH2:14][CH3:15])=[O:11])([O:3][CH2:1][CH3:2])=[O:5])[CH3:8]. Reported procedure: Titanium IV propoxide (12.1 g) was added to a stirred mixture of ethyl diethylphosphonoacetate (100.4 g) and n-propanol (610 cm3) under a nitrogen atmosphere. The mixture was stirred at the ambient temperature for a total of 18 hours, after which time analysis of the mixture showed that the reaction was complete. The volatile components were removed by distillation firstly at atmospheric pressure and then under reduced pressure on a rotary evaporator. 1.5 M aqueous hydrochloric acid (350cm3) was... The reactants are CS(=O)(=O)OS(=O)(=O)C (methanesulfonic anhydride), N1=C(C=CC=C1C)C (2,6-Lutidine), BrC=1C=C(C(=C(CO)C1)OC)[N+](=O)[O-] (5-bromo-2-methoxy-3-nitrobenzyl alcohol), [Br-].[Li+] (lithium bromide). Run in O1CCCC1 (tetrahydrofuran), O1CCCC1 (tetrahydrofuran). Reaction conditions: time 16 hour. Yields the product BrC=1C=C(C(=C(CBr)C1)OC)[N+](=O)[O-] (5-Bromo-2-methoxy-3-nitrobenzyl Bromide). The yield is 118.6%. RXN SMILES: N1C(C)=CC=CC=1C.[Br:9][C:10]1[CH:11]=[C:12]([N+:20]([O-:22])=[O:21])[C:13]([O:18][CH3:19])=[C:14]([CH:17]=1)[CH2:15]O.[Br-:23].[Li+].CS(OS(C)(=O)=O)(=O)=O>O1CCCC1>[Br:9][C:10]1[CH:11]=[C:12]([N+:20]([O-:22])=[O:21])[C:13]([O:18][CH3:19])=[C:14]([CH:17]=1)[CH2:15][Br:23] |f:2.3|. Reported procedure: 2,6-Lutidine (10.5 mL) was added to a stirring solution of 5-bromo-2-methoxy-3-nitrobenzyl alcohol (13.6 g) and lithium bromide (11.75 g) in anhydrous tetrahydrofuran (200 mL) at 0° C. A solution of methanesulfonic anhydride (11.8 g) in anhydrous tetrahydrofuran (20 mL) was added dropwise. The resulting mixture was left to stir at room temperature for 16 h. It was partitioned between diethyl ether (250 mL) and saturated sodium hydrogen carbonate (150 mL). The organic layer was dried (sodium sulf... Reactants: [Br-], [Mg+]C1CCCCC1, [Cl-], O=Cc1cn2cc(C(F)(F)F)ccc2n1, [NH4+], C1CCOC1. Product: OC(c1cn2cc(C(F)(F)F)ccc2n1)C1CCCCC1. As a reaction SMILES: [Br-:16].[CH:17]1([Mg+:23])[CH2:18][CH2:19][CH2:20][CH2:21][CH2:22]1.[Cl-:24].[F:1][C:2]([c:3]1[cH:4][cH:5][c:6]2[n:7]([cH:8]1)[cH:9][c:10]([CH:12]=[O:13])[n:11]2)([F:14])[F:15].[NH4+:25].[O:26]1[CH2:27][CH2:28][CH2:29][CH2:30]1>>[F:1][C:2]([c:3]1[cH:4][cH:5][c:6]2[n:7]([cH:8]1)[cH:9][c:10]([CH:12]([OH:13])[CH:17]1[CH2:18][CH2:19][CH2:20][CH2:21][CH2:22]1)[n:11]2)([F:14])[F:15]. Starting materials: O=C([O-])[O-], ClCc1cccc2ccccc12, O=C(O)C(F)(F)F, O=C(O)C(F)(F)F, [K+], [K+], Nc1nc(N)c2nc(CN3CCNCC3)nnc2n1, CN(C)C=O. Yields the product Nc1nc(N)c2nc(CN3CCN(Cc4cccc5ccccc45)CC3)nnc2n1. As a reaction SMILES: [C:39](=[O:40])([O-:41])[O-:42].[Cl:27][CH2:28][c:29]1[cH:30][cH:31][cH:32][c:33]2[cH:34][cH:35][cH:36][cH:37][c:38]12.[F:20][C:21]([F:22])([F:23])[C:24]([OH:25])=[O:26].[F:45][C:46]([F:47])([F:48])[C:49]([OH:50])=[O:51].[K+:43].[K+:44].[N:1]1([CH2:7][c:8]2[n:9][n:10][c:11]3[c:12]([n:13]2)[c:14]([NH2:19])[n:15][c:16]([NH2:18])[n:17]3)[CH2:2][CH2:3][NH:4][CH2:5][CH2:6]1.[O:52]=[CH:53][N:54]([CH3:55])[CH3:56]>>[N:1]1([CH2:7][c:8]2[n:9][n:10][c:11]3[c:12]([n:13]2)[c:14]([NH2:19])[n:15][c:16]([NH2:18])[n:17]3)[CH2:2][CH2:3][N:4]([CH2:28][c:29]2[cH:30][cH:31][cH:32][c:33]3[cH:34][cH:35][cH:36][cH:37][c:38]23)[CH2:5][CH2:6]1. The reactants are ClC(Cl)(Cl)Cl, Cc1ccc(Cl)cc1. Yields the product Clc1ccc(C(Cl)(Cl)Cl)cc1. RXN SMILES: [C:9]([Cl:10])([Cl:11])([Cl:12])[Cl:13].[Cl:1][c:2]1[cH:3][cH:4][c:5]([CH3:8])[cH:6][cH:7]1>>[Cl:1][c:2]1[cH:3][cH:4][c:5]([C:9]([Cl:10])([Cl:11])[Cl:13])[cH:6][cH:7]1. Reactants: N1CCC(C(=O)OCC)CC1 (ethyl isonipecotate), Cl.ClCCN1CCOCC1 (N-(2-chloroethyl)morpholine hydrochloride), C([O-])(O)=O.[Na+] (sodium bicarbonate), ethyl ester. Reaction conditions: time 2 hour. The product is N1CCC(CC1)C(=O)O (4-piperidinecarboxylic acid). RXN SMILES: [NH:1]1[CH2:11][CH2:10][CH:4]([C:5]([O:7]CC)=[O:6])[CH2:3][CH2:2]1.Cl.ClCCN1CCOCC1.C(=O)(O)[O-].[Na+]>>[NH:1]1[CH2:11][CH2:10][CH:4]([C:5]([OH:7])=[O:6])[CH2:3][CH2:2]1 |f:1.2,3.4|. Procedure: A mixture of ethyl isonipecotate (7.85 g, 0.05 mole, N-(2-chloroethyl)morpholine hydrochloride (9.30 g, 0.05 mole) and sodium bicarbonate (12.0 g, 0.14 mole) inEtOH (250 ml) was stirred at room temperature for two hours and at reflux temperature for three hours. The reaction mixture was filtered, concentrated and the residue extracted with Et2O. The Et2O layer was concentrated to give 13.4 g (quantitative yield) of 4-piperidinecarboxylic acid, 1-[2-(4-morpholinyl)-ethyl]-, ethyl ester, NMR (CDCl... Starting materials: O=C([O-])O, COC(=O)c1ccccc1S(=O)(=O)Cl, Cl, NC(Cc1ccc([N+](=O)[O-])cc1)C(=O)O, [Na+], [Na+], C1COCCO1, [OH-]. The product is COC(=O)c1ccccc1S(=O)(=O)NC(Cc1ccc([N+](=O)[O-])cc1)C(=O)O. RXN SMILES: [C:18](=[O:19])([OH:20])[O-:21].[Cl:23][S:24](=[O:25])(=[O:26])[c:27]1[c:28]([C:29](=[O:30])[O:31][CH3:32])[cH:33][cH:34][cH:35][cH:36]1.[ClH:37].[N+:1](=[O:2])([O-:3])[c:4]1[cH:5][cH:6][c:7]([CH2:8][CH:9]([NH2:10])[C:11](=[O:12])[OH:13])[cH:14][cH:15]1.[Na+:17].[Na+:22].[O:38]1[CH2:39][CH2:40][O:41][CH2:42][CH2:43]1.[OH-:16]>>[N+:1](=[O:2])([O-:3])[c:4]1[cH:5][cH:6][c:7]([CH2:8][CH:9]([NH:10][S:24](=[O:25])(=[O:26])[c:27]2[c:28]([C:29](=[O:30])[O:31][CH3:32])[cH:33][cH:34][cH:35][cH:36]2)[C:11](=[O:12])[OH:13])[cH:14][cH:15]1. Starting materials: BrCCBr, O=[N+]([O-])c1ccc(Br)nc1, C[Si](C)(C)Cl, CN(C)C=O, CCOC(C)=O, O=C(NC(CCI)C(=O)OCc1ccccc1)OCc1ccccc1, O=C(C=Cc1ccccc1)C=Cc1ccccc1, O=C(C=Cc1ccccc1)C=Cc1ccccc1, O=C(C=Cc1ccccc1)C=Cc1ccccc1, [Pd], [Pd], [Zn], Cc1ccccc1P(c1ccccc1C)c1ccccc1C. Product: O=C(NC(CCc1ccc([N+](=O)[O-])cn1)C(=O)OCc1ccccc1)OCc1ccccc1. RXN SMILES: [Br:1][CH2:2][CH2:3][Br:4].[Br:57][c:58]1[n:59][cH:60][c:61]([N+:64](=[O:65])[O-:66])[cH:62][cH:63]1.[CH3:5][Si:6]([Cl:7])([CH3:8])[CH3:9].[CH3:67][N:68]([CH3:69])[CH:70]=[O:71].[CH3:72][CH2:73][O:74][C:75](=[O:76])[CH3:77].[I:10][CH2:11][CH2:12][CH:13]([C:14](=[O:15])[O:16][CH2:17][c:18]1[cH:19][cH:20][cH:21][cH:22][cH:23]1)[NH:24][C:25](=[O:26])[O:27][CH2:28][c:29]1[cH:30][cH:31][cH:32][cH:33][cH:34]1.[O:117]=[C:118]([CH:119]=[CH:120][c:121]1[cH:122][cH:123][cH:124][cH:125][cH:126]1)[CH:127]=[CH:128][c:129]1[cH:130][cH:131][cH:132][cH:133][cH:134]1.[O:81]=[C:82]([CH:83]=[CH:84][c:85]1[cH:86][cH:87][cH:88][cH:89][cH:90]1)[CH:91]=[CH:92][c:93]1[cH:94][cH:95][cH:96][cH:97][cH:98]1.[O:99]=[C:100]([CH:101]=[CH:102][c:103]1[cH:104][cH:105][cH:106][cH:107][cH:108]1)[CH:109]=[CH:110][c:111]1[cH:112][cH:113][cH:114][cH:115][cH:116]1.[Pd:79].[Pd:80].[Zn:78].[c:35]1([CH3:36])[cH:37][cH:38][cH:39][cH:40][c:41]1[P:42]([c:43]1[cH:44][cH:45][cH:46][cH:47][c:48]1[CH3:49])[c:50]1[cH:51][cH:52][cH:53][cH:54][c:55]1[CH3:56]>>[CH2:11]([CH2:12][CH:13]([C:14](=[O:15])[O:16][CH2:17][c:18]1[cH:19][cH:20][cH:21][cH:22][cH:23]1)[NH:24][C:25](=[O:26])[O:27][CH2:28][c:29]1[cH:30][cH:31][cH:32][cH:33][cH:34]1)[c:58]1[n:59][cH:60][c:61]([N+:64](=[O:65])[O-:66])[cH:62][cH:63]1. The reactants are COc1ccc(C(=O)C2(C(=O)O)CC2)cc1CNC(=O)OC(C)(C)C, C[Si](C)(C)C=[N+]=[N-], CC(=O)O, CO. The product is COC(=O)C1(C(=O)c2ccc(OC)c(CNC(=O)OC(C)(C)C)c2)CC1. Reaction SMILES: [C:1]([CH3:2])([CH3:3])([CH3:4])[O:5][C:6](=[O:7])[NH:8][CH2:9][c:10]1[cH:11][c:12]([C:13](=[O:14])[C:15]2([C:18](=[O:19])[OH:20])[CH2:16][CH2:17]2)[cH:21][cH:22][c:23]1[O:24][CH3:25].[CH3:26][Si:27]([CH:28]=[N+:29]=[N-:30])([CH3:31])[CH3:32].[CH3:33][C:34](=[O:35])[OH:36].[CH3:37][OH:38]>>[C:1]([CH3:2])([CH3:3])([CH3:4])[O:5][C:6](=[O:7])[NH:8][CH2:9][c:10]1[cH:11][c:12]([C:13](=[O:14])[C:15]2([C:18](=[O:19])[O:20][CH3:26])[CH2:16][CH2:17]2)[cH:21][cH:22][c:23]1[O:24][CH3:25].